This data is from the Open Reaction Database (ORD), a public repository of structured organic reaction records. The task is: describe an organic reaction: reactants, conditions, products, and yield Starting materials: [Cl-].[NH4+] (ammonium chloride), C(C1=CC=CC=C1)N(C(CCl)=O)C[C@@H](O)C1=CC=C(C=C1)F (N-benzyl-2-chloro-N-[(2S)-2-(4-fluorophenyl)-2-hydroxyethyl]acetamide), C(C)(C)(C)O (tert-butyl alcohol), CC(C)([O-])C.[K+] (potassium tert-butoxide). The solvent is O (H2O). Reaction conditions: temperature 22 celsius, time 1.5 hour. The product is C(C1=CC=CC=C1)N1C(CO[C@H](C1)C1=CC=C(C=C1)F)=O ((6S)-4-Benzyl-6-(4-fluorophenyl)morpholin-3-one). The yield is 97.8%. As a reaction SMILES: [CH2:1]([N:8]([CH2:13][C@H:14]([C:16]1[CH:21]=[CH:20][C:19]([F:22])=[CH:18][CH:17]=1)[OH:15])[C:9](=[O:12])[CH2:10]Cl)[C:2]1[CH:7]=[CH:6][CH:5]=[CH:4][CH:3]=1.C(O)(C)(C)C.CC(C)([O-])C.[K+].[Cl-].[NH4+]>O>[CH2:1]([N:8]1[CH2:13][C@H:14]([C:16]2[CH:21]=[CH:20][C:19]([F:22])=[CH:18][CH:17]=2)[O:15][CH2:10][C:9]1=[O:12])[C:2]1[CH:7]=[CH:6][CH:5]=[CH:4][CH:3]=1 |f:2.3,4.5|. Reported procedure: Add N-benzyl-2-chloro-N-[(2S)-2-(4-fluorophenyl)-2-hydroxyethyl]acetamide (1440 g, 4.48 mol) to tert-butyl alcohol (14.5 L) and add potassium tert-butoxide (753 g, 6.73 mol) portion-wise while maintaining the mixture at 22° C. Maintain the mixture at 22° C. and stir for 1.5 hours. Add a saturated aqueous solution of ammonium chloride (1306 g) to quench the reaction. Stir for an additional 1 hour and then add H2O (2 L). Extract with EtOAc (2×10 L); combine the extracts; and concentrate the extrac...